This data is from the Open Reaction Database (ORD), a public repository of structured organic reaction records. The task is: describe an organic reaction: reactants, conditions, products, and yield Starting materials: CC1OC1(Cn1cncn1)c1ccc(F)cc1F, O=c1[nH]ccn1-c1ccc(OC(F)(F)C(F)F)cc1, [H-], [Na+]. Yields the product CC(n1ccn(-c2ccc(OC(F)(F)C(F)F)cc2)c1=O)C(O)(Cn1cncn1)c1ccc(F)cc1F. RXN SMILES: [F:22][c:23]1[c:24]([C:30]2([CH2:34][n:35]3[n:36][cH:37][n:38][cH:39]3)[O:31][CH:32]2[CH3:33])[cH:25][cH:26][c:27]([F:29])[cH:28]1.[F:3][C:4]([CH:5]([F:6])[F:7])([O:8][c:9]1[cH:10][cH:11][c:12](-[n:15]2[c:16](=[O:20])[nH:17][cH:18][cH:19]2)[cH:13][cH:14]1)[F:21].[H-:1].[Na+:2]>>[F:3][C:4]([CH:5]([F:6])[F:7])([O:8][c:9]1[cH:10][cH:11][c:12](-[n:15]2[c:16](=[O:20])[n:17]([CH:32]([C:30]([c:24]3[c:23]([F:22])[cH:28][c:27]([F:29])[cH:26][cH:25]3)([OH:31])[CH2:34][n:35]3[n:36][cH:37][n:38][cH:39]3)[CH3:33])[cH:18][cH:19]2)[cH:13][cH:14]1)[F:21]. The reactants are ClC1=CC=C2C(N(C(=NC2=C1)[C@@H](CC)NCCCN1C(C2=CC=CC=C2C1=O)=O)NC1=CC=CC=C1)=O (2-{3-[(R)-1-(7-chloro-4-oxo-3-phenylamino-3,4-dihydro-quinazolin-2-yl)-propylamino]-propyl}-isoindole-1,3-dione), C(C1=CC=CC=C1)=O (benzaldehyde). The product is NCCCN([C@H](CC)C1=NC2=CC(=CC=C2C(N1NC1=CC=CC=C1)=O)Cl)CC1=CC=CC=C1 (2-{(1R)-1-[(3-aminopropyl)(benzyl)amino]propyl}-3-anilino-7-chloro-3H-quinazolin-4-one). As a reaction SMILES: [Cl:1][C:2]1[CH:11]=[C:10]2[C:5]([C:6](=[O:37])[N:7]([NH:30][C:31]3[CH:36]=[CH:35][CH:34]=[CH:33][CH:32]=3)[C:8]([C@H:12]([NH:15][CH2:16][CH2:17][CH2:18][N:19]3C(=O)C4C(=CC=CC=4)C3=O)[CH2:13][CH3:14])=[N:9]2)=[CH:4][CH:3]=1.[CH:38](=O)[C:39]1[CH:44]=[CH:43][CH:42]=[CH:41][CH:40]=1>>[NH2:19][CH2:18][CH2:17][CH2:16][N:15]([CH2:38][C:39]1[CH:44]=[CH:43][CH:42]=[CH:41][CH:40]=1)[C@@H:12]([C:8]1[N:7]([NH:30][C:31]2[CH:32]=[CH:33][CH:34]=[CH:35][CH:36]=2)[C:6](=[O:37])[C:5]2[C:10](=[CH:11][C:2]([Cl:1])=[CH:3][CH:4]=2)[N:9]=1)[CH2:13][CH3:14]. Reported procedure: This compound was synthesized as described in general procedure C except 2-{3-[(R)-1-(7-chloro-4-oxo-3-phenylamino-3,4-dihydro-quinazolin-2-yl)-propylamino]-propyl}-isoindole-1,3-dione was used instead of (R)-2-(3-(1-(7-chloro-4-oxo-3-(phenylamino)-3,4-dihydroquinazolin-2-yl)but-3-ynylamino)propyl)isoindoline-1,3-dione and benzaldehyde was used instead of 4-methyl benzaldehyde. Yield (16%). LCMS: m/e 477.04 [M+H]. Procedure details: Ethylene glycol (40 ml) under an inert atmosphere was cooled on an icebath and a 2.5M solution of n-butyllithium in hexane (23 ml, 58 mmol) was carefully added. After stirring for 20 min at room temperature the above bromide dissolved in a small portion of cyclohexane was added. After removing the hexanes by passing nitrogen over the reaction mixture stirring was continued for 5 h. Water (75 ml) was added and the mixture was extracted with ethyl acetate (3×75 ml). The combined organic phases wer... Run at time 5 hour. As a reaction SMILES: [CH2:1]([OH:4])[CH2:2][OH:3].[CH2:5]([Li])[CH2:6][CH2:7][CH3:8].[CH3:10][CH2:11][CH2:12][CH2:13][CH2:14][CH3:15].[Br-].[CH2:17]1[CH2:22][CH2:21][CH2:20][CH2:19][CH2:18]1>>[C:12]1(/[C:7](=[CH:6]/[C:5]2[CH:21]=[CH:22][CH:17]=[CH:18][CH:19]=2)/[CH2:8][O:3][CH2:2][CH2:1][OH:4])[CH:11]=[CH:10][CH:15]=[CH:14][CH:13]=1.[C:12]1(/[C:6](=[CH:5]\[C:17]2[CH:22]=[CH:21][CH:20]=[CH:19][CH:18]=2)/[CH2:7][O:3][CH2:2][CH2:1][OH:4])[CH:11]=[CH:10][CH:15]=[CH:14][CH:13]=1. Product: C1(=CC=CC=C1)/C(/COCCO)=C/C1=CC=CC=C1 (Z-2-((2,3-diphenyl-2-propen-1-yl)oxy)ethanol), C1(=CC=CC=C1)/C(/COCCO)=C\C1=CC=CC=C1 (E-2-((2,3-diphenyl-2-propen-1-yl)oxy)ethanol). Starting materials: C1CCCCC1 (cyclohexane), C(CO)O (Ethylene glycol), solution, C(CCC)[Li] (n-butyllithium), CCCCCC (hexane), [Br-] (bromide). Reactants: Br, O=C1CCC(=O)N1Br, Br, Br, ClC(Cl)(Cl)Cl, C1CCCCC1, Cc1ccccc1, ClC(Cl)Cl, CC(Cl)Cl, ClCCl, O=[N+]([O-])c1ccccc1, CC(=O)CC(=O)Nc1ccc(C(F)(F)F)cc1, O, Cc1ccccc1C, c1ccccc1, c1cc[nH+]cc1. Product: CC(=O)C(Br)C(=O)Nc1ccc(C(F)(F)F)cc1. As a reaction SMILES: [Br:18].[Br:20][N:21]1[C:22](=[O:23])[CH2:24][CH2:25][C:26]1=[O:27].[BrH:19].[BrH:28].[C:76]([Cl:77])([Cl:78])([Cl:79])[Cl:80].[CH2:49]1[CH2:50][CH2:51][CH2:52][CH2:53][CH2:54]1.[CH3:69][c:70]1[cH:71][cH:72][cH:73][cH:74][cH:75]1.[CH:81]([Cl:82])([Cl:83])[Cl:84].[Cl:35][CH:36]([Cl:37])[CH3:38].[Cl:85][CH2:86][Cl:87].[O-:39][N+:40]([c:41]1[cH:42][cH:43][cH:44][cH:45][cH:46]1)=[O:47].[O:1]=[C:2]([CH2:3][C:4](=[O:5])[NH:6][c:7]1[cH:8][cH:9][c:10]([C:13]([F:14])([F:15])[F:16])[cH:11][cH:12]1)[CH3:17].[OH2:48].[c:61]1([CH3:62])[c:63]([CH3:64])[cH:65][cH:66][cH:67][cH:68]1.[cH:55]1[cH:56][cH:57][cH:58][cH:59][cH:60]1.[nH+:29]1[cH:30][cH:31][cH:32][cH:33][cH:34]1>>[O:1]=[C:2]([CH:3]([C:4](=[O:5])[NH:6][c:7]1[cH:8][cH:9][c:10]([C:13]([F:14])([F:15])[F:16])[cH:11][cH:12]1)[Br:20])[CH3:17]. The product is CCOCn1c(SC)nc2c1c(=O)n(CCCCC(C)O)c(=O)n2C. Reaction SMILES: [C:25](=[O:26])([O-:27])[O-:28].[CH3:31][I:32].[CH3:33][C:34]#[N:35].[K+:29].[K+:30].[OH:1][CH:2]([CH2:3][CH2:4][CH2:5][CH2:6][n:7]1[c:8](=[O:9])[n:10]([CH3:23])[c:11]2[n:12][c:13]([SH:22])[n:14]([CH2:18][O:19][CH2:20][CH3:21])[c:15]2[c:16]1=[O:17])[CH3:24]>>[OH:1][CH:2]([CH2:3][CH2:4][CH2:5][CH2:6][n:7]1[c:8](=[O:9])[n:10]([CH3:23])[c:11]2[n:12][c:13]([S:22][CH3:25])[n:14]([CH2:18][O:19][CH2:20][CH3:21])[c:15]2[c:16]1=[O:17])[CH3:24]. Reactants: O=C([O-])[O-], CI, CC#N, [K+], [K+], CCOCn1c(S)nc2c1c(=O)n(CCCCC(C)O)c(=O)n2C. Reactants: C(#N)N=C(SC)SC (dimethyl cyanodithioimidocarbonate), C(C#C)N (propargyl amine). The solvent is C(C)#N (acetonitrile). Run at time 12 hour. Yields the product C(#N)NC(SC)=NCC#C (N-Cyano-N'-propargyl-S-methyl isothiourea). Isolated yield 81.3%. RXN SMILES: [C:1]([N:3]=[C:4](SC)[S:5][CH3:6])#[N:2].[CH2:9]([NH2:12])[C:10]#[CH:11]>C(#N)C>[C:1]([NH:3][C:4](=[N:12][CH2:9][C:10]#[CH:11])[S:5][CH3:6])#[N:2]. Reported procedure: A solution of dimethyl cyanodithioimidocarbonate (16.00 g, 0.109 mole) and propargyl amine (6.03 g, 0.109 mole) in acetonitrile (320 ml) was stirred at reflux for 4 hours, and then at 25° for 12 hours. Workup gave the title compound A (13.58 g, 81%), mp 160°-164°.